Dataset: the Open Reaction Database (ORD), a public repository of structured organic reaction records. Task: describe an organic reaction: reactants, conditions, products, and yield Reactants: FC1=C(C=C(C(=C1)F)F)C1=CC2=C([C@]3(CCC(N[C@@H]3CC2)=O)C)C=C1 ((+)-(4aR)-(10bR)-8-(2,4,5-trifluorophenyl)-10b-methyl-1,2,3,4,4a,5, 6,10b-octahydrobenzo[f]quinolin-3-one), C(C)(C)(C)O (t-butanol), CC(C)([O-])C.[K+] (potassium t-butoxide), CI (Methyl iodide). Solvent: C(C)(=O)OCC (ethyl acetate). Conditions: time 4 hour. Product: CN1C(CC[C@@]2(C3=C(CC[C@@H]12)C=C(C=C3)C3=C(C=C(C(=C3)F)F)F)C)=O ((+)-(4aR)-(10bR)-4-methyl-8-(2,4,5-trifluorophenyl)-10b-methyl-1,2,3,4,4a, 5,6,10b-octahydrobenzo[f]quinolin-3-one). Yield: 89.0%. RXN SMILES: [F:1][C:2]1[CH:7]=[C:6]([F:8])[C:5]([F:9])=[CH:4][C:3]=1[C:10]1[CH:25]=[CH:24][C:13]2[C@:14]3([CH3:23])[C@@H:19]([CH2:20][CH2:21][C:12]=2[CH:11]=1)[NH:18][C:17](=[O:22])[CH2:16][CH2:15]3.[C:26](O)(C)(C)C.CC(C)([O-])C.[K+].CI>C(OCC)(=O)C>[CH3:26][N:18]1[C@H:19]2[C@@:14]([CH3:23])([C:13]3[CH:24]=[CH:25][C:10]([C:3]4[CH:4]=[C:5]([F:9])[C:6]([F:8])=[CH:7][C:2]=4[F:1])=[CH:11][C:12]=3[CH2:21][CH2:20]2)[CH2:15][CH2:16][C:17]1=[O:22] |f:2.3|. Procedure details: A 15 mL round bottom flask was charged with (+)-(4aR)-(10bR)-8-(2,4,5-trifluorophenyl)-10b-methyl-1,2,3,4,4a,5, 6,10b-octahydrobenzo[f]quinolin-3-one (43 mg, 0.12 mmol), 0.3 mL of t-butanol, and potassium t-butoxide (42 mg, 0.36 mmol). Methyl iodide (0.023 mL, 0.36 mmol) was added and the mixture was stirred at room temperature for 4 h. The mixture was diluted with ethyl acetate, and purified by silica gel chromatography (ethyl acetate eluent) to give 40 mg (89%) of the title compound as a foam.... The reactants are 4731.2, N1C(CCC1)=O (2-pyrrolidone), BrC=1C=C(C(=O)O)C=C(C1)I (3-bromo-5-iodo-benzoic acid), ClC1=CC=C(C=C1)[C@@H]1C[C@]12C(NC1=CC=CC=C21)=O ((1S,2S)-2-(4-chlorophenyl)spiro[cyclopropane-1,3′-indolin]-2′-one). The product is ClC1=CC=C(C=C1)[C@H]1C[C@@]12C(N(C1=CC=CC=C21)C=2C=C(C(=O)O)C=C(C2)N2C(CCC2)=O)=O ((1R,2R)-3-(2-(4-chlorophenyl)-2′-oxospiro[cyclopropane-1,3′-indoline]-1′-yl)-5-(2-oxopyrrolidin-1-yl)benzoic acid). Reaction SMILES: [NH:1]1[CH2:5][CH2:4][CH2:3][C:2]1=[O:6].Br[C:8]1[CH:9]=[C:10]([CH:14]=[C:15](I)[CH:16]=1)[C:11]([OH:13])=[O:12].[Cl:18][C:19]1[CH:24]=[CH:23][C:22]([C@H:25]2[C@:27]3([C:35]4[C:30](=[CH:31][CH:32]=[CH:33][CH:34]=4)[NH:29][C:28]3=[O:36])[CH2:26]2)=[CH:21][CH:20]=1>>[Cl:18][C:19]1[CH:20]=[CH:21][C:22]([C@@H:25]2[C@@:27]3([C:35]4[C:30](=[CH:31][CH:32]=[CH:33][CH:34]=4)[N:29]([C:8]4[CH:9]=[C:10]([CH:14]=[C:15]([N:1]5[CH2:5][CH2:4][CH2:3][C:2]5=[O:6])[CH:16]=4)[C:11]([OH:13])=[O:12])[C:28]3=[O:36])[CH2:26]2)=[CH:23][CH:24]=1. Procedure details: The title compound was prepared in analogy to Example 92 starting from 2-pyrrolidone, 3-bromo-5-iodo-benzoic acid (commercially available), (1R,2R) and (1S,2S)-2-(4-chlorophenyl)spiro[cyclopropane-1,3′-indolin]-2′-one prepared as in Scheme 1. LC/MS m/e calcd. for C27H21ClN2O4: 472, observed (M+H)+: 4731.2 1HNMR (400 MHz, MeOD-d4) δppm 2.18-2.35 (m, 4 H) 2.67 (t, J=8.08 Hz, 2 H) 3.35-3.39 (m, 1 H) 4.05 (t, J=7.07 Hz, 2 H) 6.16 (d, J=7.07 Hz, 1 H) 6.82 (t, J=7.45 Hz, 1 H) 6.97 (d, J=7.33 Hz, 1 H) ... Reactants: [Li][Li] (dilithium), C(CCC(C)C)(=O)O (Isocaproic acid), C=O (paraformaldehyde), Cl (hydrochloric acid), C=O (paraformaldehyde), C(CCC)[Li] (n-Butyllithium), C(C)(C)NC(C)C (Diisopropylamine), C(CCC(C)C)(=O)O (isocaproic acid). Solvent: O1CCCC1 (tetrahydrofuran), O1CCCC1 (tetrahydrofuran), O1CCCC1 (tetrahydrofuran). Run at temperature -20 celsius, time 30 minute. The product is OCC(C(=O)O)CC(C)C (2-(Hydroxymethyl)-4-methylvaleric acid). The yield is 90.4%. Reaction SMILES: C(NC(C)C)(C)C.C([Li])CCC.[C:13]([OH:20])(=[O:19])[CH2:14][CH2:15][CH:16]([CH3:18])[CH3:17].[CH2:21]=[O:22].[Li][Li].Cl>O1CCCC1>[OH:22][CH2:21][CH:14]([CH2:15][CH:16]([CH3:18])[CH3:17])[C:13]([OH:20])=[O:19]. Procedure: Diisopropylamine (20.6 g) is dissolved in 80 ml of dry tetrahydrofuran. This solution is cooled to -30° C. n-Butyllithium (77 ml of 2.6 M in hexane) is added dropwise in a nitrogen atmosphere at a rate that maintains the reaction at -30° to -20° C. This solution is stirred at -20° C. for 30 minutes. Isocaproic acid (11.6 g) in 10 ml of tetrahydrofuran is added dropwise at -20° to -10° C., then stirred at -10° C. for 30 minutes. In a separate flask, paraformaldehyde (28 g) is heated to about 200°... Starting materials: C(CCCCCCCCC)C(O)(CCCCCCCCCC)CCCCCCCCCC (tri-n-decylcarbinol), [Cl-].[Ca+2].[Cl-] (calcium chloride), Cl (HCl). The solvent is C(Cl)Cl (methylene chloride). The product is C(CCCCCCCCC)C(CCCCCCCCCC)(CCCCCCCCCC)Cl (tri-n-decylmethylchloride). Isolated yield 90.0%. Reaction SMILES: [CH2:1]([C:11]([CH2:23][CH2:24][CH2:25][CH2:26][CH2:27][CH2:28][CH2:29][CH2:30][CH2:31][CH3:32])([CH2:13][CH2:14][CH2:15][CH2:16][CH2:17][CH2:18][CH2:19][CH2:20][CH2:21][CH3:22])O)[CH2:2][CH2:3][CH2:4][CH2:5][CH2:6][CH2:7][CH2:8][CH2:9][CH3:10].[Cl-:33].[Ca+2].[Cl-].Cl>C(Cl)Cl>[CH2:1]([C:11]([Cl:33])([CH2:23][CH2:24][CH2:25][CH2:26][CH2:27][CH2:28][CH2:29][CH2:30][CH2:31][CH3:32])[CH2:13][CH2:14][CH2:15][CH2:16][CH2:17][CH2:18][CH2:19][CH2:20][CH2:21][CH3:22])[CH2:2][CH2:3][CH2:4][CH2:5][CH2:6][CH2:7][CH2:8][CH2:9][CH3:10] |f:1.2.3|. Reported procedure: One mole of tri-n-decylcarbinol was added to a mixture of 0.2 liters of methylene chloride and 0.32 moles calcium chloride. Approximately 1.5 moles of HCl gas was slowly bubbled through the solution. The product mixture is then washed with 1 liter of a 10% sodium carbonate solution. The organic layer is dried with magnesium sulfate and the methylene chloride evaporated off to give a 90% yield of tri-n-decylmethylchloride. Reactants: Cc1oc(-c2ccccc2)nc1C=Cc1ccc(C=O)cc1, CCOC(=O)CP(=O)(OCC)OCC. Product: CCOC(=O)C=Cc1ccc(C=Cc2nc(-c3ccccc3)oc2C)cc1. Reaction SMILES: [CH3:1][c:2]1[c:3]([CH:13]=[CH:14][c:15]2[cH:16][cH:17][c:18]([CH:19]=[O:20])[cH:21][cH:22]2)[n:4][c:5](-[c:7]2[cH:8][cH:9][cH:10][cH:11][cH:12]2)[o:6]1.[CH3:23][CH2:24][O:25][C:26](=[O:27])[CH2:28][P:29]([O:30][CH2:31][CH3:32])([O:33][CH2:34][CH3:35])=[O:36]>>[CH3:1][c:2]1[c:3]([CH:13]=[CH:14][c:15]2[cH:16][cH:17][c:18]([CH:19]=[CH:28][C:26]([O:25][CH2:24][CH3:23])=[O:27])[cH:21][cH:22]2)[n:4][c:5](-[c:7]2[cH:8][cH:9][cH:10][cH:11][cH:12]2)[o:6]1. The reactants are C(C1=CC=CC=C1)[C@H](C(OC)OC)N ((R)-1-benzyl-2,2-dimethoxyethylamine), C(C=1C(O)=CC=CC1)=O (salicylaldehyde). The solvent is C1(=CC=CC=C1)C (toluene). Run at time 2.5 hour. The product is C(C1=CC=CC=C1)C(C(OC)OC)N=CC1=C(C=CC=C1)O (2-[(1-benzyl-2,2-dimethoxyethylimino)methyl]phenol). Isolated yield 98.8%. Reaction SMILES: [CH2:1]([C@@H:8]([NH2:14])[CH:9]([O:12][CH3:13])[O:10][CH3:11])[C:2]1[CH:7]=[CH:6][CH:5]=[CH:4][CH:3]=1.[CH:15](=O)[C:16]1[C:17](=[CH:19][CH:20]=[CH:21][CH:22]=1)[OH:18]>C1(C)C=CC=CC=1>[CH2:1]([CH:8]([N:14]=[CH:15][C:16]1[CH:22]=[CH:21][CH:20]=[CH:19][C:17]=1[OH:18])[CH:9]([O:10][CH3:11])[O:12][CH3:13])[C:2]1[CH:7]=[CH:6][CH:5]=[CH:4][CH:3]=1. Reported procedure: In a 50 ml three-necked flask equipped with a thermometer, a magnetic stirrer and a condenser, 0.14 g of optically enriched (R)-1-benzyl-2,2-dimethoxyethylamine (91% ee, determined by chiral HPLC) (0.71 mmol, 1 mol.eq.) and 0.09 g of salicylaldehyde (0.71 mmol, 1 mol.eq.) are introduced into 1 g of toluene. This medium is left to stir at ambient temperature for 2-3 h. After concentrating, a crude mass of 0.21 g of 2-[(1-benzyl-2,2-dimethoxyethylimino)methyl]phenol is obtained. The reactants are CC1CNCCN1, CN1CCCC1=O, CCN(C(C)C)C(C)C, FC(F)(F)c1cc(Cl)c2nc(Cl)[nH]c2c1, O. Product: CC1CN(c2nc3cc(C(F)(F)F)cc(Cl)c3[nH]2)CCN1. As a reaction SMILES: [CH3:16][CH:17]1[NH:18][CH2:19][CH2:20][NH:21][CH2:22]1.[CH3:32][N:33]1[CH2:34][CH2:35][CH2:36][C:37]1=[O:38].[CH:23]([N:24]([CH2:25][CH3:26])[CH:27]([CH3:28])[CH3:29])([CH3:30])[CH3:31].[Cl:1][c:2]1[n:3][c:4]2[c:5]([nH:6]1)[cH:7][c:8]([C:12]([F:13])([F:14])[F:15])[cH:9][c:10]2[Cl:11].[OH2:39]>>[c:2]1([N:21]2[CH2:20][CH2:19][NH:18][CH:17]([CH3:16])[CH2:22]2)[nH:3][c:4]2[c:5]([n:6]1)[cH:7][c:8]([C:12]([F:13])([F:14])[F:15])[cH:9][c:10]2[Cl:11]. RXN SMILES: [CH2:15]([CH2:16][CH3:17])[Mg+:18].[CH3:24][CH2:25][O:26][CH2:27][CH3:28].[Cl:1][c:2]1[cH:3][cH:4][c:5]([C:8]([CH2:9][CH2:10][CH:11]=[O:12])=[CH2:13])[cH:6][cH:7]1.[I-:14].[S:19](=[O:20])(=[O:21])([OH:22])[OH:23]>>[Cl:1][c:2]1[cH:3][cH:4][c:5]([C:8]([CH2:9][CH2:10][CH:11]([OH:12])[CH2:15][CH2:16][CH3:17])=[CH2:13])[cH:6][cH:7]1. Starting materials: CCC[Mg+], CCOCC, C=C(CCC=O)c1ccc(Cl)cc1, [I-], O=S(=O)(O)O. Product: C=C(CCC(O)CCC)c1ccc(Cl)cc1. The reactants are NC1=NC(=NS1)C(C(=O)NC1[C@@H]2N(C(=C(CS2)CCl)C(=O)OC(C2=CC=CC=C2)C2=CC=CC=C2)C1=O)=NOCC (benzhydryl 7-[2-(5-amino-1,2,4-thiadiazol-3-yl)-2-ethoxyiminoacetamido]-3-chloromethyl-3-cephem-4-carboxylate), C1(=CC=CC=C1)P(C1=CC=CC=C1)C1=CC=CC=C1 (triphenyl phosphine), [I-].[Na+] (sodium iodide). Solvent: C(C)(=O)OCC (ethyl acetate). Product: [Cl-].C(C1=CC=CC=C1)(C1=CC=CC=C1)OC(=O)C1=C(CS[C@H]2N1C(C2NC(C(=NOCC)C2=NSC(=N2)N)=O)=O)C[P+](C2=CC=CC=C2)(C2=CC=CC=C2)C2=CC=CC=C2 ([4-benzhydryloxycarbonyl-7-[2-(5-amino-1,2,4-thiadiazol-3-yl)-2-ethoxyiminoacetamido]-3-cephem-3-ylmethyl]triphenylphosphonium chloride). The yield is 59.4%. RXN SMILES: [NH2:1][C:2]1[S:6][N:5]=[C:4]([C:7](=[N:38][O:39][CH2:40][CH3:41])[C:8]([NH:10][CH:11]2[C:36](=[O:37])[N:13]3[C:14]([C:20]([O:22][CH:23]([C:30]4[CH:35]=[CH:34][CH:33]=[CH:32][CH:31]=4)[C:24]4[CH:29]=[CH:28][CH:27]=[CH:26][CH:25]=4)=[O:21])=[C:15]([CH2:18][Cl:19])[CH2:16][S:17][C@H:12]23)=[O:9])[N:3]=1.[C:42]1([P:48]([C:55]2[CH:60]=[CH:59][CH:58]=[CH:57][CH:56]=2)[C:49]2[CH:54]=[CH:53][CH:52]=[CH:51][CH:50]=2)[CH:47]=[CH:46][CH:45]=[CH:44][CH:43]=1.[I-].[Na+]>C(OCC)(=O)C>[Cl-:19].[CH:23]([O:22][C:20]([C:14]1[N:13]2[C:36](=[O:37])[CH:11]([NH:10][C:8](=[O:9])[C:7]([C:4]3[N:3]=[C:2]([NH2:1])[S:6][N:5]=3)=[N:38][O:39][CH2:40][CH3:41])[C@H:12]2[S:17][CH2:16][C:15]=1[CH2:18][P+:48]([C:42]1[CH:43]=[CH:44][CH:45]=[CH:46][CH:47]=1)([C:49]1[CH:54]=[CH:53][CH:52]=[CH:51][CH:50]=1)[C:55]1[CH:56]=[CH:57][CH:58]=[CH:59][CH:60]=1)=[O:21])([C:30]1[CH:35]=[CH:34][CH:33]=[CH:32][CH:31]=1)[C:24]1[CH:29]=[CH:28][CH:27]=[CH:26][CH:25]=1 |f:2.3,5.6|. Procedure details: A mixture of benzhydryl 7-[2-(5-amino-1,2,4-thiadiazol-3-yl)-2-ethoxyiminoacetamido]-3-chloromethyl-3-cephem-4-carboxylate (syn isomer) (36.7 g) in ethyl acetate (600 ml), triphenyl phosphine (18.8 g) and sodium iodide (1 g) were boiled under reflux for 100 minutes. The precipitates were collected by filtration and washed with ethyl acetate to give [4-benzhydryloxycarbonyl-7-[2-(5-amino-1,2,4-thiadiazol-3-yl)-2-ethoxyiminoacetamido]-3-cephem-3-ylmethyl]triphenylphosphonium chloride (syn iosmer) ... Starting materials: C1CCOC1, COC(=O)C1=C(C)NC(=O)CC1c1ccc2ccccc2c1, CO, [Na+], [OH-], O. Product: CC1=C(C(=O)O)C(c2ccc3ccccc3c2)CC(=O)N1. Reaction SMILES: [CH2:23]1[O:24][CH2:25][CH2:26][CH2:27]1.[CH3:1][C:2]1=[C:7]([C:8](=[O:9])[O:10][CH3:11])[CH:6]([c:12]2[cH:13][c:14]3[cH:15][cH:16][cH:17][cH:18][c:19]3[cH:20][cH:21]2)[CH2:5][C:4](=[O:22])[NH:3]1.[CH3:30][OH:31].[Na+:29].[OH-:28].[OH2:32]>>[CH3:1][C:2]1=[C:7]([C:8](=[O:9])[OH:10])[CH:6]([c:12]2[cH:13][c:14]3[cH:15][cH:16][cH:17][cH:18][c:19]3[cH:20][cH:21]2)[CH2:5][C:4](=[O:22])[NH:3]1.